Task: describe an organic reaction: reactants, conditions, products, and yield. Dataset: the Open Reaction Database (ORD), a public repository of structured organic reaction records The reactants are ClC1=NC=CC2=C(C=CC=C12)S(=O)(=O)Cl (1-chloro-5-chlorosulphonylisoquinoline), N (ammonia). The solvent is C(Cl)Cl (methylene chloride). Yields the product ClC1=NC=CC2=C(C=CC=C12)S(N)(=O)=O (1-chloro-5-sulphamoylisoquinoline). As a reaction SMILES: [Cl:1][C:2]1[C:11]2[C:6](=[C:7]([S:12](Cl)(=[O:14])=[O:13])[CH:8]=[CH:9][CH:10]=2)[CH:5]=[CH:4][N:3]=1.[NH3:16]>C(Cl)Cl>[Cl:1][C:2]1[C:11]2[C:6](=[C:7]([S:12](=[O:14])(=[O:13])[NH2:16])[CH:8]=[CH:9][CH:10]=2)[CH:5]=[CH:4][N:3]=1. Procedure details: A solution of 1-chloro-5-chlorosulphonylisoquinoline (613 mg, 2.34 mmol) in methylene chloride saturated with ammonia gas (20 mL) was stirred at RT for 18 h, concentrated in vacuo to a white solid and purified by column chromatography upon silica gel (preabsorbed) using EtOAc-hexanes (1:1) as eluant to give 1-chloro-5-sulphamoylisoquinoline as a white solid (206 mg, 0.85 mmol). Reactants: ClC1=CC=C(N=N1)N (6-Chloro-pyridazin-3-ylamine), CN1CCNCC1 (1-methylpiperazine). Conditions: temperature 165 celsius. Yields the product CN1CCN(CC1)C1=CC=C(N=N1)N (6-(4-Methyl-piperazin-1-yl)-pyridazin-3-ylamine). Yield: 24.5%. RXN SMILES: Cl[C:2]1[N:7]=[N:6][C:5]([NH2:8])=[CH:4][CH:3]=1.[CH3:9][N:10]1[CH2:15][CH2:14][NH:13][CH2:12][CH2:11]1>>[CH3:9][N:10]1[CH2:15][CH2:14][N:13]([C:2]2[N:7]=[N:6][C:5]([NH2:8])=[CH:4][CH:3]=2)[CH2:12][CH2:11]1. Reported procedure: 6-Chloro-pyridazin-3-ylamine (2.0 g, 15.4 mmol, Eq: 1.00) was dissolved in 1-methylpiperazine (15.5 g, 154 mmol, Eq: 10.0) and heated in a sand bath at 165° C. for 4 hours. The reaction mixture was then heated at 200° C. for 2 hours in a microwave reactor. The crude product was purified by chromatography using 10% methanol (with approximately 2% ammonium hydroxide) in DCM. To the still impure product was added aqueous sodium bicarbonate and DCM and the layers were separated. The aqueous layer wa... Reaction SMILES: [CH2:2]([c:3]1[cH:4][cH:5][cH:6][cH:7][cH:8]1)[O:9][C:10](=[O:11])[N:12]1[CH2:13][CH2:14][CH:15]([S:18](=[O:19])(=[O:20])[Cl:21])[CH2:16][CH2:17]1.[CH3:22][CH2:23][O:24][C:25]([CH3:26])=[O:27].[CH3:28][CH2:29][O:30][CH2:31][CH3:32].[CH3:39][OH:40].[NH3:1].[O:33]1[CH2:34][CH2:35][O:36][CH2:37][CH2:38]1>>[NH2:1][S:18]([CH:15]1[CH2:14][CH2:13][N:12]([C:10]([O:9][CH2:2][c:3]2[cH:4][cH:5][cH:6][cH:7][cH:8]2)=[O:11])[CH2:17][CH2:16]1)(=[O:19])=[O:20]. Product: NS(=O)(=O)C1CCN(C(=O)OCc2ccccc2)CC1. The reactants are O=C(OCc1ccccc1)N1CCC(S(=O)(=O)Cl)CC1, CCOC(C)=O, CCOCC, CO, N, C1COCCO1.